This data is from the Open Reaction Database (ORD), a public repository of structured organic reaction records. The task is: describe an organic reaction: reactants, conditions, products, and yield Starting materials: ClC1=C(C=CC=C1)C (2-chlorotoluene), CC(C)([O-])C.[Na+] (sodium tert-butoxide), C(CCCCC)N (n-hexylamine), Ph5FcP(t-Bu)2. The reagents and catalysts are C=1C=CC(=CC1)/C=C/C(=O)/C=C/C2=CC=CC=C2.C=1C=CC(=CC1)/C=C/C(=O)/C=C/C2=CC=CC=C2.[Pd] (Pd(dba)2). Run in C1(=CC=CC=C1)C (toluene). Yields the product C(CCCCC)NC1=C(C=CC=C1)C (N-n-hexyl-2-methylaniline). Yield: 91.9%. RXN SMILES: Cl[C:2]1[CH:7]=[CH:6][CH:5]=[CH:4][C:3]=1[CH3:8].[CH2:9]([NH2:15])[CH2:10][CH2:11][CH2:12][CH2:13][CH3:14].CC(C)([O-])C.[Na+]>C1(C)C=CC=CC=1.C1C=CC(/C=C/C(/C=C/C2C=CC=CC=2)=O)=CC=1.C1C=CC(/C=C/C(/C=C/C2C=CC=CC=2)=O)=CC=1.[Pd]>[CH2:9]([NH:15][C:2]1[CH:7]=[CH:6][CH:5]=[CH:4][C:3]=1[CH3:8])[CH2:10][CH2:11][CH2:12][CH2:13][CH3:14] |f:2.3,5.6.7|. Procedure: According to the general procedure B, 2-chlorotoluene (73 mg, 0.58 mmol) reacted with n-hexylamine (80 μl, 0.61 mmol) using 1 mol % of Pd(dba)2, 2 mol % of Ph5FcP(t-Bu)2, and sodium tert-butoxide (59 mg, 0.60 mmol) in toluene at 70° C. for 8 h to give the title compound (102 mg, 92%) as a colorless oil: 1H-NMR (300 MHz, CDCl3): δ 7.20 (t, 1H, J=7.5 and 7.8 Hz), 7.12 (d, 1H, J=7.2 Hz), 6.70 (dd, 2H, J=7.5 Hz), 3.51 (bs, 1H), 3.22 (t, 2H, J=7.2 Hz), 2.21 (s, 3H), 1.74 (m, 2H), 1.48 (m, 2H), 1.41 (... Reactants: COC1=C(C=C(C=C1C)C)S(=O)(=O)NC1=C(C(=C(C=C1C)C)N1CCCCC1)C (2-Methoxy-3,5-dimethyl-N-(2,4,6-trimethyl-3-piperidin-1-yl-phenyl)-benzenesulfonamide), B(Br)(Br)Br (BBr3). Run in ClCCl (dichloromethane). Run at time 8 hour. The product is OC1=C(C=C(C=C1C)C)S(=O)(=O)NC1=C(C(=C(C=C1C)C)N1CCCCC1)C (2-Hydroxy-3,5-dimethyl-N-(2,4,6-trimethyl-3-piperidin-1-yl-phenyl)-benzenesulfonamide). Isolated yield 82.8%. RXN SMILES: C[O:2][C:3]1[C:8]([CH3:9])=[CH:7][C:6]([CH3:10])=[CH:5][C:4]=1[S:11]([NH:14][C:15]1[C:20]([CH3:21])=[CH:19][C:18]([CH3:22])=[C:17]([N:23]2[CH2:28][CH2:27][CH2:26][CH2:25][CH2:24]2)[C:16]=1[CH3:29])(=[O:13])=[O:12].B(Br)(Br)Br>ClCCl>[OH:2][C:3]1[C:8]([CH3:9])=[CH:7][C:6]([CH3:10])=[CH:5][C:4]=1[S:11]([NH:14][C:15]1[C:20]([CH3:21])=[CH:19][C:18]([CH3:22])=[C:17]([N:23]2[CH2:24][CH2:25][CH2:26][CH2:27][CH2:28]2)[C:16]=1[CH3:29])(=[O:13])=[O:12]. Reported procedure: Under a nitrogen atomersphere, 32 (88 mg, 0.21 mmol) was dissolved in dichloromethane (6 mL) followed by the addition of BBr3 (0.2 mL, 2.1 mmol). The reaction was stirred overnight at room temperature and then quenched with ice. The mixture was partitioned between EtOAc and water and the organic layer was separated, washed with brine, and dried over Na2SO4. The solids were filtered off and the filtrate was concentrated in a rotavap to give 70 mg of the title compound as a brownish solid ESI [M+H... Reactants: O=C1CCC(=O)N1Br, ClC(Cl)Cl, ClCCl, c1c(NC2CC2)nc(C2CC2)nc1N1CCCCCC1. Yields the product Brc1c(NC2CC2)nc(C2CC2)nc1N1CCCCCC1. RXN SMILES: [Br:1][N:2]1[C:3](=[O:4])[CH2:5][CH2:6][C:7]1=[O:8].[CH:29]([Cl:30])([Cl:31])[Cl:32].[Cl:33][CH2:34][Cl:35].[N:9]1([c:16]2[cH:17][c:18]([NH:25][CH:26]3[CH2:27][CH2:28]3)[n:19][c:20]([CH:22]3[CH2:23][CH2:24]3)[n:21]2)[CH2:10][CH2:11][CH2:12][CH2:13][CH2:14][CH2:15]1>>[Br:1][c:17]1[c:16]([N:9]2[CH2:10][CH2:11][CH2:12][CH2:13][CH2:14][CH2:15]2)[n:21][c:20]([CH:22]2[CH2:23][CH2:24]2)[n:19][c:18]1[NH:25][CH:26]1[CH2:27][CH2:28]1. The reactants are Brc1ccc(Br)nc1, Cc1ccccc1, [Li]CCCC, CN(C)C=O. Yields the product O=Cc1ccc(Br)cn1. As a reaction SMILES: [Br:1][c:2]1[n:3][cH:4][c:5]([Br:8])[cH:6][cH:7]1.[CH3:19][c:20]1[cH:21][cH:22][cH:23][cH:24][cH:25]1.[CH3:9][CH2:10][CH2:11][CH2:12][Li:13].[O:14]=[CH:15][N:16]([CH3:17])[CH3:18]>>[c:2]1([CH:15]=[O:14])[n:3][cH:4][c:5]([Br:8])[cH:6][cH:7]1. Starting materials: C(C1=CC=CC=C1)[C@@H]([C@H](C[C@H](CC1=CC=CC=C1)NC(=O)OC(C)(C)C)O)NC(OCC1C2=CC=CC=C2C=2C=CC=CC12)=O (9H-fluoren-9-ylmethyl(1S,2S,4S)-1-benzyl-2-hydroxy-4-[(tert-butoxycarbonyl)amino]-5-phenylpentylcarbamate), Cl (HCl). Solvent: O1CCOCC1 (dioxane). Run at temperature 25 celsius, time 1 hour. The product is N[C@H](C[C@@H]([C@H](CC1=CC=CC=C1)NC(OCC1C2=CC=CC=C2C=2C=CC=CC12)=O)O)CC1=CC=CC=C1 (9H-fluoren-9-ylmethyl(1S,2S,4S)-4-amino-1-benzyl-2-hydroxy-5-phenylpentylcarbamate), hydrochloride salt. As a reaction SMILES: [CH2:1]([C@H:8]([NH:28][C:29](=[O:45])[O:30][CH2:31][CH:32]1[C:44]2[CH:43]=[CH:42][CH:41]=[CH:40][C:39]=2[C:38]2[C:33]1=[CH:34][CH:35]=[CH:36][CH:37]=2)[C@@H:9]([OH:27])[CH2:10][C@@H:11]([NH:19]C(OC(C)(C)C)=O)[CH2:12][C:13]1[CH:18]=[CH:17][CH:16]=[CH:15][CH:14]=1)[C:2]1[CH:7]=[CH:6][CH:5]=[CH:4][CH:3]=1.Cl>O1CCOCC1>[NH2:19][C@@H:11]([CH2:12][C:13]1[CH:14]=[CH:15][CH:16]=[CH:17][CH:18]=1)[CH2:10][C@H:9]([OH:27])[C@@H:8]([NH:28][C:29](=[O:45])[O:30][CH2:31][CH:32]1[C:33]2[CH:34]=[CH:35][CH:36]=[CH:37][C:38]=2[C:39]2[C:44]1=[CH:43][CH:42]=[CH:41][CH:40]=2)[CH2:1][C:2]1[CH:3]=[CH:4][CH:5]=[CH:6][CH:7]=1. Reported procedure: A solution containing the product of Example 3A (0.92 g, 1.5 mmol) in dioxane (5 mL) was treated with HCl solution (15 mL, 4 N in dioxane) at 0° C., stirred at 25° C. for 1 hour and concentrated. The residue was triturated with hexanes to give the title compound as the hydrochloride salt (0.82 g). The reactants are N12CCCCCC2=NCCC1 (1,8-diazabicyclo[5.4.0]undec-7-ene), CN=C=O (methyl isocyanate), CC1S(OC2=C(C1)C=CC=C2S(=O)(=O)N)(=O)=O (3,4-dihydro-3-methyl-2,2-dioxo-1,2-benzoxathiin-8-ylsulfonamide). Solvent: C(C)#N (acetonitrile), C(C)#N (acetonitrile), O (water). Product: CC1S(OC2=C(C1)C=CC=C2S(=O)(=O)NC(=O)NC)(=O)=O (N-(3,4-dihydro-3-methyl-2,2-dioxo-1,2-benzoxathiin-8-ylsulfonyl)-N'-methylurea). As a reaction SMILES: [CH3:1][CH:2]1[CH2:7][C:6]2[CH:8]=[CH:9][CH:10]=[C:11]([S:12]([NH2:15])(=[O:14])=[O:13])[C:5]=2[O:4][S:3]1(=[O:17])=[O:16].[CH3:18][N:19]=[C:20]=[O:21].N12CCCN=C1CCCCC2>C(#N)C.O>[CH3:1][CH:2]1[CH2:7][C:6]2[CH:8]=[CH:9][CH:10]=[C:11]([S:12]([NH:15][C:20]([NH:19][CH3:18])=[O:21])(=[O:14])=[O:13])[C:5]=2[O:4][S:3]1(=[O:17])=[O:16]. Procedure details: A solution of 24.96 g of 3,4-dihydro-3-methyl-2,2-dioxo-1,2-benzoxathiin-8-ylsulfonamide in 120 ml of absolute acetonitrile is cooled to +8° C. After the addition of 6 ml of methyl isocyanate, a solution of 13.4 ml of 1,8-diazabicyclo[5.4.0]undec-7-ene in 15 ml of acetonitrile is added dropwise over 15 minutes at 10° C. The reaction mixture is stirred for a further hour at room temperature. The mixture is subsequently diluted with 180 ml of water. The product is precipitated by the dropwise addi... Reactants: C(C=1C(N)=CC=CC1)(=O)O (anthranilic acid), OC1CCN(CC1)C(=O)OC(C)(C)C (tert-butyl 4-hydroxytetrahydro-1(2H)-pyridinecarboxylate), C1(CCCC1)=O (cyclopentanone), CN (methylamine), CC1=C(C=O)C=CC(=C1)OC (2-methyl-4-methoxybenzaldehyde). Yields the product CN1C(=NC2=CC=CC=C2C1=O)C1=C(C=C(C=C1)OC1CCN(CC1)C1CCCC1)C (3-Methyl-2-[2-methyl-4-(1-cyclopentyl-4-piperidinyloxy)-phenyl]-4(3H)-quinazolinone). RXN SMILES: [C:1]([OH:10])(=O)[C:2]1[C:3](=[CH:5][CH:6]=[CH:7][CH:8]=1)[NH2:4].[CH3:11][NH2:12].[CH3:13][C:14]1[CH:21]=[C:20]([O:22][CH3:23])[CH:19]=[CH:18][C:15]=1[CH:16]=O.OC1[CH2:30][CH2:29][N:28](C(OC(C)(C)C)=O)[CH2:27][CH2:26]1.[C:38]1(=O)[CH2:42][CH2:41][CH2:40][CH2:39]1>>[CH3:11][N:12]1[C:1](=[O:10])[C:2]2[C:3](=[CH:5][CH:6]=[CH:7][CH:8]=2)[N:4]=[C:16]1[C:15]1[CH:18]=[CH:19][C:20]([O:22][CH:23]2[CH2:30][CH2:29][N:28]([CH:38]3[CH2:42][CH2:41][CH2:40][CH2:39]3)[CH2:27][CH2:26]2)=[CH:21][C:14]=1[CH3:13]. Procedure: The entitled compound was obtained according to the method of Example 85 but using anthranilic acid, methylamine, 2-methyl-4-methoxybenzaldehyde, tert-butyl 4-hydroxytetrahydro-1(2H)-pyridinecarboxylate, and cyclopentanone. Starting materials: CC1=C(N=C(O1)C1=CC=C(C=C1)C(F)(F)F)C1=CC=C(C=C1)C1=CC=C(C=C1)C=O (4′-[5-methyl-2-(4-trifluoromethyl-phenyl)-oxazol-4-yl]-biphenyl-4-carbaldehyde), NO (hydroxylamine). The product is CC1=C(N=C(O1)C1=CC=C(C=C1)C(F)(F)F)C1=CC=C(C=C1)C1=CC=C(C=C1)C=NO (4′-[5-Methyl-2-(4-trifluoromethyl-phenyl)-oxazol-4-yl]-biphenyl-4-carbaldehyde oxime). RXN SMILES: [CH3:1][C:2]1[O:6][C:5]([C:7]2[CH:12]=[CH:11][C:10]([C:13]([F:16])([F:15])[F:14])=[CH:9][CH:8]=2)=[N:4][C:3]=1[C:17]1[CH:22]=[CH:21][C:20]([C:23]2[CH:28]=[CH:27][C:26]([CH:29]=O)=[CH:25][CH:24]=2)=[CH:19][CH:18]=1.[NH2:31][OH:32]>>[CH3:1][C:2]1[O:6][C:5]([C:7]2[CH:12]=[CH:11][C:10]([C:13]([F:16])([F:15])[F:14])=[CH:9][CH:8]=2)=[N:4][C:3]=1[C:17]1[CH:22]=[CH:21][C:20]([C:23]2[CH:28]=[CH:27][C:26]([CH:29]=[N:31][OH:32])=[CH:25][CH:24]=2)=[CH:19][CH:18]=1. Procedure: This compound was prepared from 4′-[5-methyl-2-(4-trifluoromethyl-phenyl)-oxazol-4-yl]-biphenyl-4-carbaldehyde, and hydroxylamine in substantially the same manner, as described in Example 1 step a, and was obtained as an off-white solid; MS m/e 422 (M+);